This data is from the Open Reaction Database (ORD), a public repository of structured organic reaction records. The task is: describe an organic reaction: reactants, conditions, products, and yield The reactants are CS(=O)C (dimethylsulfoxide), BrCCCC1CCN(CC1)C(=O)OC(C)(C)C (tert-butyl 4-(3-bromopropyl)-1-piperidinecarboxylate), C(#N)C1=CC=C(C=C1)O (4-cyanophenol), C([O-])([O-])=O.[K+].[K+] (potassium carbonate). Reaction SMILES: CS(C)=O.Br[CH2:6][CH2:7][CH2:8][CH:9]1[CH2:14][CH2:13][N:12]([C:15]([O:17][C:18]([CH3:21])([CH3:20])[CH3:19])=[O:16])[CH2:11][CH2:10]1.[C:22]([C:24]1[CH:29]=[CH:28][C:27]([OH:30])=[CH:26][CH:25]=1)#[N:23].C(=O)([O-])[O-].[K+].[K+]>O.C1(C)C=CC=CC=1>[C:22]([C:24]1[CH:29]=[CH:28][C:27]([O:30][CH2:6][CH2:7][CH2:8][CH:9]2[CH2:14][CH2:13][N:12]([C:15]([O:17][C:18]([CH3:21])([CH3:20])[CH3:19])=[O:16])[CH2:11][CH2:10]2)=[CH:26][CH:25]=1)#[N:23] |f:3.4.5|. The product is C(#N)C1=CC=C(OCCCC2CCN(CC2)C(=O)OC(C)(C)C)C=C1 (tert-butyl 4-[3-(4-cyanophenoxy)propyl]-1-piperidinecarboxylate). Yield: 97.7%. The solvent is O (water), C1(=CC=CC=C1)C (toluene). Run at time 26 hour. Procedure details: To a dimethylsulfoxide (130 mL) solution of 13.2 g of tert-butyl 4-(3-bromopropyl)-1-piperidinecarboxylate were added 5.13 g of 4-cyanophenol and 11.9 g of potassium carbonate at room temperature, which was then stirred at the same temperature for 26 hours. The reaction mixture was added to a mixture of toluene and water. The organic layer was separated, washed with a saturated sodium chloride aqueous solution, and dried with anhydrous magnesium sulfate, followed by distilling off the solvent un... The reactants are IC=1C=C(C(=O)OCCC)C=CC1OCCC (Propyl 3-iodo-4-propoxybenzoate), C(CC)OC=1C=C(C(=O)OCCC)C=CC1OCCC (propyl 3,4-dipropoxybenzoate). As a reaction SMILES: [I:1][C:2]1[CH:3]=[C:4]([CH:11]=[CH:12][C:13]=1[O:14][CH2:15][CH2:16][CH3:17])[C:5]([O:7]CCC)=[O:6].C(OC1C=C(C=CC=1OCCC)C(OCCC)=O)CC>>[I:1][C:2]1[CH:3]=[C:4]([CH:11]=[CH:12][C:13]=1[O:14][CH2:15][CH2:16][CH3:17])[C:5]([OH:7])=[O:6]. Reported procedure: When the product of Step B was substituted for propyl 3,4-dipropoxybenzoate in Example 43, Step B, the identical process afforded the title compound in 94%, as creamy solid. 1H-NMR (CDCl3) 1.04-1.15 (m, 3H); 1.83-1.94 (m, 2H); 3.99-4.08 (m, 2H); 6.8 (d, 1H, J=6 Hz); 8.04 (dd, 1H, J=3, 6 Hz); 8.5 (d, 1H, J=3 Hz). Product: IC=1C=C(C(=O)O)C=CC1OCCC (3-Iodo-4-propoxybenzoic Acid). Starting materials: BrC(Br)(Br)Br, CC(C)(C)OC(=O)N1CCCC(C=O)C1, ClCCl, c1ccc(P(c2ccccc2)c2ccccc2)cc1. The product is CC(C)(C)OC(=O)N1CCCC(C=C(Br)Br)C1. RXN SMILES: [Br:1][C:2]([Br:3])([Br:4])[Br:5].[C:25]([CH3:26])([CH3:27])([CH3:28])[O:29][C:30](=[O:31])[N:32]1[CH2:33][CH:34]([CH:38]=[O:39])[CH2:35][CH2:36][CH2:37]1.[Cl:40][CH2:41][Cl:42].[c:6]1([P:7]([c:8]2[cH:9][cH:10][cH:11][cH:12][cH:13]2)[c:14]2[cH:15][cH:16][cH:17][cH:18][cH:19]2)[cH:20][cH:21][cH:22][cH:23][cH:24]1>>[Br:1][C:2]([Br:5])=[CH:38][CH:34]1[CH2:33][N:32]([C:30]([O:29][C:25]([CH3:26])([CH3:27])[CH3:28])=[O:31])[CH2:37][CH2:36][CH2:35]1.